From a dataset of the Open Reaction Database (ORD), a public repository of structured organic reaction records. describe an organic reaction: reactants, conditions, products, and yield Reactants: Cl (HCl), C(=O)([O-])[O-].[K+].[K+] (K2CO3), ClCC(=O)Cl (chloro-acetylchloride), BrC=1C=C(C(=NC1)Cl)C(CO)(CO)[N+](=O)[O-] (2-(5-bromo-2-chloro-pyridin-3-yl)-2-nitropropane-1,3-diol), N1=CC=CC=C1 (pyridine), Cl (HCl). Solvent: CC(C)(C)OC (TBME), C(Cl)Cl (DCM), C(Cl)Cl (DCM), C(Cl)Cl (DCM). Conditions: temperature -30 celsius, time 1.5 hour. Yields the product BrC=1C=C(C(=NC1)Cl)C(CO)(CO)NC(CCl)=O (N-[1-(5-Bromo-2-chloro-pyridin-3-yl)-2-hydroxy-1-hydroxymethyl-ethyl]-2-chloro-acetamide). Reaction SMILES: [Br:1][C:2]1[CH:3]=[C:4]([C:9]([N+:14]([O-])=O)([CH2:12][OH:13])[CH2:10][OH:11])[C:5]([Cl:8])=[N:6][CH:7]=1.N1C=CC=CC=1.[Cl:23][CH2:24][C:25](Cl)=[O:26].Cl.C([O-])([O-])=O.[K+].[K+]>C(Cl)Cl.CC(OC)(C)C>[Br:1][C:2]1[CH:3]=[C:4]([C:9]([NH:14][C:25](=[O:26])[CH2:24][Cl:23])([CH2:12][OH:13])[CH2:10][OH:11])[C:5]([Cl:8])=[N:6][CH:7]=1 |f:4.5.6|. Procedure details: To a suspension of 2-(5-bromo-2-chloro-pyridin-3-yl)-2-nitropropane-1,3-diol (904 mg, 3.21 mmol) in DCM (64 ml) was added pyridine (2.6 ml, 32.1 mmol), after cooling to −30° C. a solution of chloro-acetylchloride (1.022 ml, 12.84 mmol) in DCM (32 ml) was added within 10 min., the reaction mixture was stirred at −30° C. for 1.5 h. At −30° C. 1M HCl and DCM was added, the layers were separated, the aq. phase extracted with DCM and the combined organic layers washed with halfsaturated aq. NaHCO3 an... The reactants are C(C1=CC=CC=C1)S(=O)(=O)C1=C(C(=CC(=C1)[N+](=O)[O-])N)CCN (2-(2-aminoethyl)-amino-5-nitrophenyl benzyl sulphone), [H][H] (hydrogen), [H][H] (hydrogen). Reagents/catalysts: [Ni] (Raney nickel). The solvent is C(C)O (ethanol), O (water). The product is C(C1=CC=CC=C1)S(=O)(=O)C1=C(C(=CC(=C1)N)N)CCN (5-amino-2-(2-aminoethyl)-aminophenyl benzyl sulphone). RXN SMILES: [CH2:1]([S:8]([C:11]1[CH:16]=[C:15]([N+:17]([O-])=O)[CH:14]=[C:13]([NH2:20])[C:12]=1[CH2:21][CH2:22][NH2:23])(=[O:10])=[O:9])[C:2]1[CH:7]=[CH:6][CH:5]=[CH:4][CH:3]=1.[H][H]>C(O)C.O.[Ni]>[CH2:1]([S:8]([C:11]1[CH:16]=[C:15]([NH2:17])[CH:14]=[C:13]([NH2:20])[C:12]=1[CH2:21][CH2:22][NH2:23])(=[O:10])=[O:9])[C:2]1[CH:7]=[CH:6][CH:5]=[CH:4][CH:3]=1. Procedure details: 20.0 g of 2-(2-aminoethyl)-amino-5-nitrophenyl benzyl sulphone are suspended in 100 ml of ethanol and 100 ml of water. In an autoclave 1 g of Raney nickel is added, 40 bar of hydrogen are injected, and the temperature is raised to 60° C. until after a further injection of hydrogen there is no further consumption. After the reduction has ended the resultant solution is clarified hot from Raney nickel, the nickel residue is washed with 40 ml of hot water, and the resulting solution is reacted as p... The product is CCCc1cc(Oc2ccc(Cl)cc2)ccc1-c1coc2ccc(O)cc12. Reaction SMILES: [B:29]([Br:30])([Br:31])[Br:32].[C:33](=[O:34])([OH:35])[O-:36].[CH3:41][CH2:42][O:43][C:44](=[O:45])[CH3:46].[Cl:1][c:2]1[cH:3][cH:4][c:5]([O:6][c:7]2[cH:8][c:9]([CH2:24][CH2:25][CH3:26])[c:10](-[c:13]3[cH:14][o:15][c:16]4[c:17]3[cH:18][c:19]([O:22][CH3:23])[cH:20][cH:21]4)[cH:11][cH:12]2)[cH:27][cH:28]1.[Cl:38][CH2:39][Cl:40].[Na+:37]>>[Cl:1][c:2]1[cH:3][cH:4][c:5]([O:6][c:7]2[cH:8][c:9]([CH2:24][CH2:25][CH3:26])[c:10](-[c:13]3[cH:14][o:15][c:16]4[c:17]3[cH:18][c:19]([OH:22])[cH:20][cH:21]4)[cH:11][cH:12]2)[cH:27][cH:28]1. Reactants: BrB(Br)Br, O=C([O-])O, CCOC(C)=O, CCCc1cc(Oc2ccc(Cl)cc2)ccc1-c1coc2ccc(OC)cc12, ClCCl, [Na+]. Reactants: CC(C)(C)OC(=O)N1CCCC2c3c(O)cccc3CCC21, O=C([O-])[O-], CN1CCCC1=O, CCOC(C)=O, Cc1ccc(Cl)nn1, [Cs+], [Cs+]. The product is Cc1ccc(Oc2cccc3c2C2CCCN(C(=O)OC(C)(C)C)C2CC3)nn1. RXN SMILES: [C:1]([CH3:2])([CH3:3])([CH3:4])[O:5][C:6](=[O:7])[N:8]1[CH2:9][CH2:10][CH2:11][CH:12]2[c:13]3[c:14]([cH:18][cH:19][cH:20][c:21]3[OH:22])[CH2:15][CH2:16][CH:17]12.[C:31](=[O:32])([O-:33])[O-:34].[CH3:37][N:38]1[CH2:39][CH2:40][CH2:41][C:42]1=[O:43].[CH3:44][CH2:45][O:46][C:47](=[O:48])[CH3:49].[Cl:23][c:24]1[n:25][n:26][c:27]([CH3:30])[cH:28][cH:29]1.[Cs+:35].[Cs+:36]>>[C:1]([CH3:2])([CH3:3])([CH3:4])[O:5][C:6](=[O:7])[N:8]1[CH2:9][CH2:10][CH2:11][CH:12]2[c:13]3[c:14]([cH:18][cH:19][cH:20][c:21]3[O:22][c:24]3[n:25][n:26][c:27]([CH3:30])[cH:28][cH:29]3)[CH2:15][CH2:16][CH:17]12. The reactants are C1(CCCCC1)C1=CC=C(N)C=C1 (4-cyclohexylaniline), ClC1=CC(=C(C=C1)NC(COCC(=O)O)=O)C(=O)OC ((2-([4-chloro-2-(methoxycarbonyl)phenyl]amino)-2-oxoethoxy)acetic acid). Product: ClC=1C=CC(=C(C(=O)O)C1)NC(COCC(=O)NC1=CC=C(C=C1)C1CCCCC1)=O (5-chloro-2-[((2-[(4-cyclohexylphenyl)amino]-2-oxoethoxy)acetyl)amino]benzoic acid). As a reaction SMILES: [CH:1]1([C:7]2[CH:13]=[CH:12][C:10]([NH2:11])=[CH:9][CH:8]=2)[CH2:6][CH2:5][CH2:4][CH2:3][CH2:2]1.[Cl:14][C:15]1[CH:20]=[CH:19][C:18]([NH:21][C:22](=[O:29])[CH2:23][O:24][CH2:25][C:26](O)=[O:27])=[C:17]([C:30]([O:32]C)=[O:31])[CH:16]=1>>[Cl:14][C:15]1[CH:20]=[CH:19][C:18]([NH:21][C:22](=[O:29])[CH2:23][O:24][CH2:25][C:26]([NH:11][C:10]2[CH:9]=[CH:8][C:7]([CH:1]3[CH2:2][CH2:3][CH2:4][CH2:5][CH2:6]3)=[CH:13][CH:12]=2)=[O:27])=[C:17]([CH:16]=1)[C:30]([OH:32])=[O:31]. Procedure: Using the same method as in Example 1-(ii), 4-cyclohexylaniline was reacted with the (2-([4-chloro-2-(methoxycarbonyl)phenyl]amino)-2-oxoethoxy)acetic acid obtained in Example 1-(i) to give 5-chloro-2-[((2-[(4-cyclohexylphenyl)amino]-2-oxoethoxy)acetyl)amino]benzoic acid.methyl ester (yield: 89%). Starting materials: CC(C)(C)C(=O)Cl, C1CCOC1, CCCc1cc(=O)oc2cc(O)cc(O)c12, c1ccncc1. Yields the product CCCc1cc(=O)oc2cc(OC(=O)C(C)(C)C)cc(O)c12. RXN SMILES: [C:23]([C:24]([CH3:25])([CH3:26])[CH3:27])(=[O:28])[Cl:29].[CH2:30]1[O:31][CH2:32][CH2:33][CH2:34]1.[OH:1][c:2]1[c:3]2[c:4]([CH2:14][CH2:15][CH3:16])[cH:5][c:6](=[O:13])[o:7][c:8]2[cH:9][c:10]([OH:12])[cH:11]1.[cH:17]1[cH:18][cH:19][n:20][cH:21][cH:22]1>>[OH:1][c:2]1[c:3]2[c:4]([CH2:14][CH2:15][CH3:16])[cH:5][c:6](=[O:13])[o:7][c:8]2[cH:9][c:10]([O:12][C:23]([C:24]([CH3:25])([CH3:26])[CH3:27])=[O:28])[cH:11]1. Procedure: N2-((1H-indol-4-yl)methyl)-N4-(5-(tetrahydrofuran-2-yl)-1H-pyrazol-3-yl)pyrimidine-2,4-diamine (I-119) and N2-(1H-indol-4-yl)methyl)-N4-(5-cyclopropyl-1H-pyrazol-3-yl)-5-fluoropyrimidine-2,4-diamine (I-120) were prepared analogously except 2-chloro-N-(5-(trans-2-(2-fluorophenyl)cyclopropyl)-1H-pyrazol-3-yl)pyrimidin-4-amine was replaced with 83 and 55, respectively RXN SMILES: N1C2C(=C(C[NH:11][C:12]3[N:17]=[C:16]([NH:18][C:19]4[CH:23]=[C:22]([CH:24]5[CH2:28][CH2:27]CO5)[NH:21][N:20]=4)[CH:15]=[CH:14][N:13]=3)C=CC=2)C=C1.ClC1N=C(NC2C=C([C@@H]3C[C@H]3C3C=CC=CC=3[F:51])NN=2)C=CN=1>>[CH:24]1([C:22]2[NH:21][N:20]=[C:19]([NH:18][C:16]3[C:15]([F:51])=[CH:14][N:13]=[C:12]([NH2:11])[N:17]=3)[CH:23]=2)[CH2:28][CH2:27]1. Reactants: N1C=CC2=C(C=CC=C12)CNC1=NC=CC(=N1)NC1=NNC(=C1)C1OCCC1 (N2-((1H-indol-4-yl)methyl)-N4-(5-(tetrahydrofuran-2-yl)-1H-pyrazol-3-yl)pyrimidine-2,4-diamine), ClC1=NC=CC(=N1)NC1=NNC(=C1)[C@H]1[C@@H](C1)C1=C(C=CC=C1)F (2-chloro-N-(5-(trans-2-(2-fluorophenyl)cyclopropyl)-1H-pyrazol-3-yl)pyrimidin-4-amine). Yields the product C1(CC1)C1=CC(=NN1)NC1=NC(=NC=C1F)N (N4-(5-cyclopropyl-1H-pyrazol-3-yl)-5-fluoropyrimidine-2,4-diamine). Starting materials: C(C)OP(O)(=O)C(P(O)(O)=O)N1CCC(CC1)=O (4-oxopiperidinomethylene bisphosphonic acid ethyl ester), C[Mg]Br (methyl magnesium bromide). Run in O1CCCC1 (tetrahydrofuran), O1CCCC1 (tetrahydrofuran). Run at temperature 25 celsius, time 2 hour. Yields the product C(C)OP(O)(=O)C(P(O)(O)=O)N1CCC(CC1)(C)O (4-hydroxy-4-methylpiperidinomethylene bisphosphonic acid ethyl ester). The yield is 88.0%. Reaction SMILES: [CH2:1]([O:3][P:4]([CH:7]([N:12]1[CH2:17][CH2:16][C:15](=[O:18])[CH2:14][CH2:13]1)[P:8](=[O:11])([OH:10])[OH:9])(=[O:6])[OH:5])[CH3:2].[CH3:19][Mg]Br>O1CCCC1>[CH2:1]([O:3][P:4]([CH:7]([N:12]1[CH2:13][CH2:14][C:15]([OH:18])([CH3:19])[CH2:16][CH2:17]1)[P:8](=[O:9])([OH:10])[OH:11])(=[O:5])[OH:6])[CH3:2]. Procedure details: 43 g (0.11 mol) of 4-oxopiperidinomethylene bisphosphonic acid ethyl ester was dissolved in 500 mt of dried tetrahydrofuran, and 250 ml (0.25 mol) of a methyl magnesium bromide solution in tetrahydrofuran (concentration: 1 mol/) was added thereto. The mixture was stirred at 25° C. for 2 hours, then subjected to post treatment and purified by column chromatography (SiO2, cyclohexane/CHCl3 =1/1) to give 30.7 g (68.5%) of 4-hydroxy-4-methylpiperidinomethylene bisphosphonic acid ethyl ester as an oi... Reactants: C(C)OC(CN1C(=NC=2C1=NC=CC2)C2=CC=C(C=C2)C(F)(F)F)=O (2-[4-(trifluoromethyl)phenyl]-3H-imidazo[4,5-b]pyridine-3-acetic acid ethyl ester), [OH-].[K+] (potassium hydroxide), C(C)O (ethanol). Solvent: O (water). Yields the product FC(C1=CC=C(C=C1)C1=NC=2C(=NC=CC2)N1CC(=O)O)(F)F (2-[4-(Trifluoromethyl)phenyl]-3H-imidazo[4,5-b]pyridine-3-acetic acid). Isolated yield 74.5%. RXN SMILES: C([O:3][C:4](=[O:25])[CH2:5][N:6]1[C:10]2=[N:11][CH:12]=[CH:13][CH:14]=[C:9]2[N:8]=[C:7]1[C:15]1[CH:20]=[CH:19][C:18]([C:21]([F:24])([F:23])[F:22])=[CH:17][CH:16]=1)C.[OH-].[K+].C(O)C>O>[F:24][C:21]([F:22])([F:23])[C:18]1[CH:19]=[CH:20][C:15]([C:7]2[N:6]([CH2:5][C:4]([OH:25])=[O:3])[C:10]3=[N:11][CH:12]=[CH:13][CH:14]=[C:9]3[N:8]=2)=[CH:16][CH:17]=1 |f:1.2|. Procedure details: A solution of 2-[4-(trifluoromethyl)phenyl]-3H-imidazo[4,5-b]pyridine-3-acetic acid ethyl ester (17.7 g, 0.051 mole), potassium hydroxide pellets (4.5 g, 0.080 mole), 95% ethanol (150 ml), and water (10 ml) was refluxed to 2-1/2 hrs. The ethanol was evaporated in vacuo, the residue acidified with glacial acetic acid, and the mixture filtered. The filter cake was suspended in water (300 ml) and filtered. The filter cake was air dried (17 g) and recrystallized from ethanol-water to give 12.21 g (7... Starting materials: ICC (Iodoethane), COC(C1=C(C=CC(=C1)C(C)=O)O)=O (5-acetyl-2-hydroxybenzoic acid methyl ester), C([O-])([O-])=O.[K+].[K+] (potassium carbonate). Solvent: 2-butane. Yields the product COC(C1=C(C=CC(=C1)C(C)=O)OCC)=O (5-Acetyl-2-ethoxybenzoic acid methyl ester). Isolated yield 43.5%. As a reaction SMILES: I[CH2:2][CH3:3].[CH3:4][O:5][C:6](=[O:17])[C:7]1[CH:12]=[C:11]([C:13](=[O:15])[CH3:14])[CH:10]=[CH:9][C:8]=1[OH:16].C(=O)([O-])[O-].[K+].[K+]>>[CH3:4][O:5][C:6](=[O:17])[C:7]1[CH:12]=[C:11]([C:13](=[O:15])[CH3:14])[CH:10]=[CH:9][C:8]=1[O:16][CH2:2][CH3:3] |f:2.3.4|. Procedure: Iodoethane (16.4 g, 0.105 mol) was added to a stirred mixture of 5-acetyl-2-hydroxybenzoic acid methyl ester (10 g, 51.5 mol) and anhydrous potassium carbonate (14.4 g, 0.104 mol) in 2-butane (200 ml) and the resulting mixture heated under reflux for 3 days. The solvent was removed by evaporation under vacuum and the residue partitioned between water (100 ml) and ethyl acetate (100 ml). The aqueous phase was removed and extracted with further ethyl acetate (4×100 ml). The organic solutions were ...